This data is from the Open Reaction Database (ORD), a public repository of structured organic reaction records. The task is: describe an organic reaction: reactants, conditions, products, and yield Reactants: NC=1N=NC(=CC1)Cl (3-amino-6-chloropyridazine), BrCC(C)=O (bromoacetone). Solvent: C(CC)O (propanol). Yields the product ClC=1C=CC=2N(N1)C=C(N2)C (6-Chloro-2-methylimidazo [1,2-b]pyridazine). Isolated yield 48.8%. RXN SMILES: [NH2:1][C:2]1[N:3]=[N:4][C:5]([Cl:8])=[CH:6][CH:7]=1.Br[CH2:10][C:11](=O)[CH3:12]>C(O)CC>[Cl:8][C:5]1[CH:6]=[CH:7][C:2]2[N:3]([CH:10]=[C:11]([CH3:12])[N:1]=2)[N:4]=1. Procedure: A solution of 13.0 g of 3-amino-6-chloropyridazine, 15.2 g of bromoacetone in 200 ml of propanol is heated under reflux for 3 hours. After cooling, the precipitated crystals are collected by filtration and dissolved in 100 ml of water. The solution is neutralized with potassium carbonate and the precipitated crystals are collected by filtration. Upon recrystallization from ethanol, it affords 8.2 g of the title compound having mp. 131° C.